From a dataset of the Open Reaction Database (ORD), a public repository of structured organic reaction records. describe an organic reaction: reactants, conditions, products, and yield The reactants are Cc1ccccc1, CN(C)C=O, O=[Mn]=O, OCc1cnc2sc3ccccc3n12. Product: O=Cc1cnc2sc3ccccc3n12. RXN SMILES: [CH3:20][c:21]1[cH:22][cH:23][cH:24][cH:25][cH:26]1.[O:15]=[CH:16][N:17]([CH3:18])[CH3:19].[O:27]=[Mn:28]=[O:29].[n:1]1[cH:2][c:3]([CH2:13][OH:14])[n:4]2[c:5]1[s:6][c:7]1[c:8]2[cH:9][cH:10][cH:11][cH:12]1>>[n:1]1[cH:2][c:3]([CH:13]=[O:14])[n:4]2[c:5]1[s:6][c:7]1[c:8]2[cH:9][cH:10][cH:11][cH:12]1.